From a dataset of the Open Reaction Database (ORD), a public repository of structured organic reaction records. describe an organic reaction: reactants, conditions, products, and yield Starting materials: CC(C)(C)OC(=O)Nc1cccc(-c2ccc(C(=O)OC(C)(C)C)c([N+](=O)[O-])c2)c1, CI, CN(C)C=O, CCOCC, [H-], [Na+], O. Yields the product CN(C(=O)OC(C)(C)C)c1cccc(-c2ccc(C(=O)OC(C)(C)C)c([N+](=O)[O-])c2)c1. Reaction SMILES: [C:8]([CH3:9])([CH3:10])([CH3:11])[O:12][C:13](=[O:14])[NH:15][c:16]1[cH:17][c:18](-[c:22]2[cH:23][c:24]([N+:35](=[O:36])[O-:37])[c:25]([C:26](=[O:27])[O:28][C:29]([CH3:30])([CH3:31])[CH3:32])[cH:33][cH:34]2)[cH:19][cH:20][cH:21]1.[CH3:38][I:39].[CH3:3][N:4]([CH3:5])[CH:6]=[O:7].[CH3:40][CH2:41][O:42][CH2:43][CH3:44].[H-:1].[Na+:2].[OH2:45]>>[CH3:3][N:15]([C:13]([O:12][C:8]([CH3:9])([CH3:10])[CH3:11])=[O:14])[c:16]1[cH:17][c:18](-[c:22]2[cH:23][c:24]([N+:35](=[O:36])[O-:37])[c:25]([C:26](=[O:27])[O:28][C:29]([CH3:30])([CH3:31])[CH3:32])[cH:33][cH:34]2)[cH:19][cH:20][cH:21]1. The reactants are O1C(=NC2=C1C=CC=C2)C2=CC(=C(C=C2)CC#N)Cl ([4-(1,3-benzoxazol-2-yl)-2-chlorophenyl]acetonitrile), C1=CC=C(C=C1)S(=O)(=O)N(F)S(=O)(=O)C2=CC=CC=C2 (N-fluorobenzenesulfonimide), C(C)(C)(C)[Li] (tert-butyllithium). Run in C1CCOC1 (THF), C1CCOC1 (THF). Run at time 1 hour. Yields the product O1C(=NC2=C1C=CC=C2)C2=CC(=C(C=C2)C(C#N)F)Cl ([4-(1,3-benzoxazol-2-yl)-2-chlorophenyl](fluoro)acetonitrile). As a reaction SMILES: [O:1]1[C:5]2[CH:6]=[CH:7][CH:8]=[CH:9][C:4]=2[N:3]=[C:2]1[C:10]1[CH:15]=[CH:14][C:13]([CH2:16][C:17]#[N:18])=[C:12]([Cl:19])[CH:11]=1.C([Li])(C)(C)C.C1C=CC(S(N(S(C2C=CC=CC=2)(=O)=O)[F:35])(=O)=O)=CC=1>C1COCC1>[O:1]1[C:5]2[CH:6]=[CH:7][CH:8]=[CH:9][C:4]=2[N:3]=[C:2]1[C:10]1[CH:15]=[CH:14][C:13]([CH:16]([F:35])[C:17]#[N:18])=[C:12]([Cl:19])[CH:11]=1. Reported procedure: A solution of [4-(1,3-benzoxazol-2-yl)-2-chlorophenyl]acetonitrile (98 mg, 0.36 mmol) and dry THF (5 mL) was cooled to −78° C. A solution of tert-butyllithium (500 μL, 0.80 mmol, 1.7M solution in pentane) was added dropwise via syringe at −78° C. After 1 h, a solution of N-fluorobenzenesulfonimide (113 mg, 0.36 mmol) and dry THF (1.5 mL) was added dropwise via syringe at −78° C. The cooling bath was removed, and the reaction mixture was gradually allowed to warm to rt, and was maintained at rt f... The reactants are OOCN(CH3)2, CO[SiH](OC)OC (trimethoxysilane), dimethylaminomethoxysilanes, CO (methanol), CO[SiH](OC)OC (trimethoxysilane), CO[SiH](OC)OC (trimethoxysilane), CO (methanol). Yields the product [Si](OC)(OC)(OC)OC (Si(OCH3)4). RXN SMILES: [CH3:1][O:2][SiH:3]([O:6][CH3:7])[O:4][CH3:5].[CH3:8][OH:9]>>[Si:3]([O:9][CH3:8])([O:6][CH3:7])([O:4][CH3:5])[O:2][CH3:1]. Reported procedure: 1642 gm of crude product prepared in Example 3 was added to the distilling flask and heated slowly. Distillation fractions were collected at the head temperatures shown in Table 4 . From the composition of the fractions, the 1642 gm of crude product afforded 660 gm trimethoxysilane, which is more than that calculable from the composition of the starting material (first row of Table 4). The additional tri-methoxysilane was formed via the disproportionation of the mixed dimethylaminomethoxysilanes... Starting materials: C(=O)(O)[O-].[Na+] (NaHCO3), O(C(=O)OC(C)(C)C)C(=O)OC(C)(C)C ((BOC)2O), COC(=O)C1=CC(=C(C=C1[N+](=O)[O-])OCCNCCOC1=C(C=C(C(=C1)[N+](=O)[O-])C(=O)OC)OC)OC (N,N-di[2-(4-methoxycarbonyl-2-methoxy-5-nitrophenyl-oxy)ethyl]amine), compound 9. Solvent: C1CCOC1 (THF). Run at time 3 hour. The product is C(C)(C)(C)OC(=O)N(CCOC1=C(C=C(C(=C1)[N+](=O)[O-])C(=O)OC)OC)CCOC1=C(C=C(C(=C1)[N+](=O)[O-])C(=O)OC)OC (N-tert-butoxycarbonyl-N,N-d i[2-(4-methoxycarbonyl-2-methoxy-5-nitro-phenyloxy)ethyl]amine), compound 10. Reaction SMILES: [CH3:1][O:2][C:3]([C:5]1[C:10]([N+:11]([O-:13])=[O:12])=[CH:9][C:8]([O:14][CH2:15][CH2:16][NH:17][CH2:18][CH2:19][O:20][C:21]2[CH:26]=[C:25]([N+:27]([O-:29])=[O:28])[C:24]([C:30]([O:32][CH3:33])=[O:31])=[CH:23][C:22]=2[O:34][CH3:35])=[C:7]([O:36][CH3:37])[CH:6]=1)=[O:4].C([O-])(O)=O.[Na+].[O:43](C(OC(C)(C)C)=O)[C:44]([O:46][C:47]([CH3:50])([CH3:49])[CH3:48])=O>C1COCC1>[C:47]([O:46][C:44]([N:17]([CH2:18][CH2:19][O:20][C:21]1[CH:26]=[C:25]([N+:27]([O-:29])=[O:28])[C:24]([C:30]([O:32][CH3:33])=[O:31])=[CH:23][C:22]=1[O:34][CH3:35])[CH2:16][CH2:15][O:14][C:8]1[CH:9]=[C:10]([N+:11]([O-:13])=[O:12])[C:5]([C:3]([O:2][CH3:1])=[O:4])=[CH:6][C:7]=1[O:36][CH3:37])=[O:43])([CH3:50])([CH3:49])[CH3:48] |f:1.2|. Reported procedure: N,N-di[2-(4-methoxycarbonyl-2-methoxy-5-nitrophenyl-oxy)ethyl]amine, compound 9, (crude, 4.16 mmol) and NaHCO3 (210 mg, 2.50 mmol) was suspended in THF, and treated with (BOC)2O (999 mg, 4.58 mmol) at 0° C. and stirring was continued at rt for 3 h. After removal of THF, the residue was partitioned between H2O and EtOAc (100/100 mL). Aqueous layer was further extracted with EtOAc (2×50 mL). The combined EtOAc layers were washed with brine (80 mL), dried (MgSO4), and concentrated. Purification of ...